This data is from the Open Reaction Database (ORD), a public repository of structured organic reaction records. The task is: describe an organic reaction: reactants, conditions, products, and yield Starting materials: ClC=1C=CC=2N(N1)C(=NN2)C(F)(F)F (6-Chloro-3-(trifluoromethyl)-[1,2,4]triazolo[4,3-b]pyridazine), FC1=CC=C(C=C1)C1(CCNCC1)O (4-(4-fluorophenyl)piperidin-4-ol), CCN(C(C)C)C(C)C (DIPEA). Solvent: CN(C)C=O (DMF). Run at temperature 80 celsius. The product is FC1=CC=C(C=C1)C1(CCN(CC1)C=1C=CC=2N(N1)C(=NN2)C(F)(F)F)O (4-(4-fluorophenyl)-1-[3-(trifluoromethyl)[1,2,4]triazolo[4,3-b]pyridazin-6-yl]piperidin-4-ol). Isolated yield 74.3%. As a reaction SMILES: Cl[C:2]1[CH:3]=[CH:4][C:5]2[N:6]([C:8]([C:11]([F:14])([F:13])[F:12])=[N:9][N:10]=2)[N:7]=1.[F:15][C:16]1[CH:21]=[CH:20][C:19]([C:22]2([OH:28])[CH2:27][CH2:26][NH:25][CH2:24][CH2:23]2)=[CH:18][CH:17]=1.CCN(C(C)C)C(C)C>CN(C=O)C>[F:15][C:16]1[CH:21]=[CH:20][C:19]([C:22]2([OH:28])[CH2:23][CH2:24][N:25]([C:2]3[CH:3]=[CH:4][C:5]4[N:6]([C:8]([C:11]([F:14])([F:13])[F:12])=[N:9][N:10]=4)[N:7]=3)[CH2:26][CH2:27]2)=[CH:18][CH:17]=1. Procedure: 6-Chloro-3-(trifluoromethyl)-[1,2,4]triazolo[4,3-b]pyridazine (obtained as described in Monatsh. Chem. 1972, 103, 1591) (251 mg, 1.13 mmol), 4-(4-fluorophenyl)piperidin-4-ol (215 mg, 1.13 mmol) and DIPEA (0.20 mL, 1.13 mmol) in DMF (3 mL) were stirred and heated at 80° C. for 1 hour. The resulting solution was cooled to ambient temperature, and quenched with water (10 mL). The precipitated solid was collected by filtration, washed sequentially with water, acetonitrile and ether and dried under v...